From a dataset of the Open Reaction Database (ORD), a public repository of structured organic reaction records. describe an organic reaction: reactants, conditions, products, and yield Procedure: A mixture of 5-(6-bromo-pyridin-2-yl)-5-methyl-morpholin-3-one (4.65 g, 17.15 mmol) and P2S5 (4.57 g, 20.58 mmol) in pyridine (60 ml) was stirred at 80° C. under N2 for 6 h. The reaction mixture was cooled to rt and diluted with 0.5N aq. HCl and EtOAc. The phases were separated and the aq. phase was twice extracted with EtOAc. The combined org. phases were washed with brine, dried over Na2SO4, filtered and concentrated. The title compound was obtained as a pale yellow solid after flash chromatog... Solvent: N1=CC=CC=C1 (pyridine), Cl (HCl), CCOC(=O)C (EtOAc). Reactants: BrC1=CC=CC(=N1)C1(COCC(N1)=O)C (5-(6-bromo-pyridin-2-yl)-5-methyl-morpholin-3-one), P12(=S)SP3(=S)SP(=S)(S1)SP(=S)(S2)S3 (P2S5). RXN SMILES: [Br:1][C:2]1[N:7]=[C:6]([C:8]2([CH3:15])[NH:13][C:12](=O)[CH2:11][O:10][CH2:9]2)[CH:5]=[CH:4][CH:3]=1.P12(SP3(SP(SP(S3)(S1)=S)(=S)S2)=S)=[S:17]>N1C=CC=CC=1.Cl.CCOC(C)=O>[Br:1][C:2]1[N:7]=[C:6]([C:8]2([CH3:15])[NH:13][C:12](=[S:17])[CH2:11][O:10][CH2:9]2)[CH:5]=[CH:4][CH:3]=1. Reaction conditions: temperature 80 celsius, time 6 hour. The product is BrC1=CC=CC(=N1)C1(COCC(N1)=S)C (5-(6-Bromo-pyridin-2-yl)-5-methyl-morpholine-3-thione). The reactants are FC(C=1C=C2C=C(NC2=CC1)C(=O)OCC)(F)F (ethyl 5-trifluoromethyl-1H-indole-2-carboxylate), CC=1C=C(C=CC1)CO (3-methylphenylmethanol), C(#N)C=P(CCCC)(CCCC)CCCC ((cyanomethylene)tributylphosphorane). Reaction conditions: temperature 110 celsius, time 15 hour. Product: FC(C=1C=C2C=C(N(C2=CC1)CC1=CC(=CC=C1)C)C(=O)OCC)(F)F (Ethyl 5-trifluoromethyl-1-[(3-methylphenyl)methyl]-1H-indole-2-carboxylate). Yield: 80.3%. As a reaction SMILES: [F:1][C:2]([F:18])([F:17])[C:3]1[CH:4]=[C:5]2[C:9](=[CH:10][CH:11]=1)[NH:8][C:7]([C:12]([O:14][CH2:15][CH3:16])=[O:13])=[CH:6]2.[CH3:19][C:20]1[CH:21]=[C:22]([CH2:26]O)[CH:23]=[CH:24][CH:25]=1.C(C=P(CCCC)(CCCC)CCCC)#N>>[F:18][C:2]([F:17])([F:1])[C:3]1[CH:4]=[C:5]2[C:9](=[CH:10][CH:11]=1)[N:8]([CH2:19][C:20]1[CH:25]=[CH:24][CH:23]=[C:22]([CH3:26])[CH:21]=1)[C:7]([C:12]([O:14][CH2:15][CH3:16])=[O:13])=[CH:6]2. Procedure details: This compound was prepared by reacting 333 mg (1.295 mmol) of ethyl 5-trifluoromethyl-1H-indole-2-carboxylate with 0.31 mL (2.59 mmol) of 3-methylphenylmethanol in the presence of 0.92 g (3.826 mmol) of (cyanomethylene)tributylphosphorane (CMBP). The reaction mixture is stirred at 110° C. for 15 hours and then concentrated to dryness. The crude reaction product is then purified by flash chromatography on a column of silica gel in a mixture of heptane and ethyl acetate, to give 376 mg of the expe... The reactants are S(=O)(Cl)Cl (thionyl chloride), C(#N)C=1C(=C(C(=O)O)C=CC1)C (3-cyano-2-methyl-benzoic acid). Yields the product C(#N)C=1C(=C(C(=O)Cl)C=CC1)C (3-cyano-2-methyl-benzoyl chloride). Reaction SMILES: S(Cl)([Cl:3])=O.[C:5]([C:7]1[C:8]([CH3:16])=[C:9]([CH:13]=[CH:14][CH:15]=1)[C:10](O)=[O:11])#[N:6]>>[C:5]([C:7]1[C:8]([CH3:16])=[C:9]([CH:13]=[CH:14][CH:15]=1)[C:10]([Cl:3])=[O:11])#[N:6]. Procedure details: 75 cc of thionyl chloride and 30 g of 3-cyano-2-methyl-benzoic acid [prepared by process in C. R. Acad. Sci., Vol. 235(1952), p. 1660] were refluxed for 11/2 hours and after cooling, excess thionyl chloride was removed under reduced pressure. The last traces of thionyl chloride were removed by addition of benzene and distillation under reduced pressure. The residue was purified by rectification under reduced pressure to obtain 27.4 g of 3-cyano-2-methyl-benzoyl chloride in the form of colorless ... The reactants are CCC=CCC=CCC=CCC=CCC=CCCCC(=O)O, ClC(Cl)Cl, O=C(Cl)C(=O)Cl. Product: CCC=CCC=CCC=CCC=CCC=CCCCC(=O)Cl. Reaction SMILES: [C:1]([CH2:2][CH2:3][CH2:4][CH:5]=[CH:6][CH2:7][CH:8]=[CH:9][CH2:10][CH:11]=[CH:12][CH2:13][CH:14]=[CH:15][CH2:16][CH:17]=[CH:18][CH2:19][CH3:20])(=[O:21])[OH:22].[CH:29]([Cl:30])([Cl:31])[Cl:32].[Cl:23][C:24]([C:25]([Cl:26])=[O:27])=[O:28]>>[C:1]([CH2:2][CH2:3][CH2:4][CH:5]=[CH:6][CH2:7][CH:8]=[CH:9][CH2:10][CH:11]=[CH:12][CH2:13][CH:14]=[CH:15][CH2:16][CH:17]=[CH:18][CH2:19][CH3:20])(=[O:22])[Cl:23]. Starting materials: C(C1=CC=CC=C1)OC1=C(C=C(C=C1)C=1C(=C(C(=NC1C)C)[C@@H](C(=O)OCC)OC(C)(C)C)N1CCC(CC1)(C)C)F ((S)-ethyl 2-(5-(4-(benzyloxy)-3-fluorophenyl)-4-(4,4-dimethylpiperidin-1-yl)-2,6-dimethylpyridin-3-yl)-2-(tert-butoxy)acetate), [Li+].[OH-] (LiOH). The solvent is CCO.O (EtOH H2O). The product is C(C1=CC=CC=C1)OC1=C(C=C(C=C1)C=1C(=C(C(=NC1C)C)[C@@H](C(=O)O)OC(C)(C)C)N1CCC(CC1)(C)C)F ((S)-2-(5-(4-(benzyloxy)-3-fluorophenyl)-4-(4,4-dimethylpiperidin-1-yl)-2,6-dimethylpyridin-3-yl)-2-(tert-butoxy)acetic acid). The yield is 90.9%. As a reaction SMILES: [CH2:1]([O:8][C:9]1[CH:14]=[CH:13][C:12]([C:15]2[C:16]([N:34]3[CH2:39][CH2:38][C:37]([CH3:41])([CH3:40])[CH2:36][CH2:35]3)=[C:17]([C@H:23]([O:29][C:30]([CH3:33])([CH3:32])[CH3:31])[C:24]([O:26]CC)=[O:25])[C:18]([CH3:22])=[N:19][C:20]=2[CH3:21])=[CH:11][C:10]=1[F:42])[C:2]1[CH:7]=[CH:6][CH:5]=[CH:4][CH:3]=1.[Li+].[OH-]>CCO.O>[CH2:1]([O:8][C:9]1[CH:14]=[CH:13][C:12]([C:15]2[C:16]([N:34]3[CH2:35][CH2:36][C:37]([CH3:41])([CH3:40])[CH2:38][CH2:39]3)=[C:17]([C@H:23]([O:29][C:30]([CH3:33])([CH3:32])[CH3:31])[C:24]([OH:26])=[O:25])[C:18]([CH3:22])=[N:19][C:20]=2[CH3:21])=[CH:11][C:10]=1[F:42])[C:2]1[CH:7]=[CH:6][CH:5]=[CH:4][CH:3]=1 |f:1.2,3.4|. Procedure details: A mixture of (S)-ethyl 2-(5-(4-(benzyloxy)-3-fluorophenyl)-4-(4,4-dimethylpiperidin-1-yl)-2,6-dimethylpyridin-3-yl)-2-(tert-butoxy)acetate (0.019 g, 0.033 mmol) and LiOH (7.89 mg, 0.329 mmol) in 9:1 EtOH/H2O (2 mL) was refluxed for 3 h. Then, cooled and purified by prep-HPLC to afford (S)-2-(5-(4-(benzyloxy)-3-fluorophenyl)-4-(4,4-dimethylpiperidin-1-yl)-2,6-dimethylpyridin-3-yl)-2-(tert-butoxy)acetic acid (0.0162 g, 0.030 mmol, 90% yield) as white solid. 1H NMR (500 MHz, CDCl3) δ 7.47-7.51 (m, ... The reactants are CO, CC(C)(C)OC(=O)N1CCC(N=[N+]=[N-])CC1. The product is CC(C)(C)OC(=O)N1CCC(N)CC1. RXN SMILES: [CH3:17][OH:18].[N:1](=[N+:2]=[N-:3])[CH:4]1[CH2:5][CH2:6][N:7]([C:10](=[O:11])[O:12][C:13]([CH3:14])([CH3:15])[CH3:16])[CH2:8][CH2:9]1>>[NH2:1][CH:4]1[CH2:5][CH2:6][N:7]([C:10](=[O:11])[O:12][C:13]([CH3:14])([CH3:15])[CH3:16])[CH2:8][CH2:9]1. The reactants are C([O-])([O-])=O.[K+].[K+] (potassium carbonate), ice water, OC=1C=C(C=C(C(=O)OC)C1)C(=O)OC (dimethyl 5-hydroxy-isophthalate), C1(=CC=C(C=C1)S(=O)(=O)OC[C@@H]1OC(OC1)(C)C)C ((R)-2,2-dimethyl-[1,3]dioxolan-4-ylmethyl toluene-4-sulfonate). Solvent: CN(C=O)C (dimethylformamide). Product: CC1(OC[C@@H](O1)COC=1C=C(C=C(C(=O)OC)C1)C(=O)OC)C (dimethyl (S)-5-(2,2-dimethyl-[1,3]dioxolan-4-ylmethoxy)-isophthalate). RXN SMILES: [OH:1][C:2]1[CH:3]=[C:4]([C:12]([O:14][CH3:15])=[O:13])[CH:5]=[C:6]([CH:11]=1)[C:7]([O:9][CH3:10])=[O:8].C1(C)C=CC(S(O[CH2:26][C@H:27]2[CH2:31][O:30][C:29]([CH3:33])([CH3:32])[O:28]2)(=O)=O)=CC=1.C(=O)([O-])[O-].[K+].[K+]>CN(C)C=O>[CH3:32][C:29]1([CH3:33])[O:28][C@@H:27]([CH2:26][O:1][C:2]2[CH:11]=[C:6]([C:7]([O:9][CH3:10])=[O:8])[CH:5]=[C:4]([CH:3]=2)[C:12]([O:14][CH3:15])=[O:13])[CH2:31][O:30]1 |f:2.3.4|. Reported procedure: 2.1 g of dimethyl 5-hydroxy-isophthalate and 2.9 g of (R)-2,2-dimethyl-[1,3]dioxolan-4-ylmethyl toluene-4-sulfonate were stirred at reflux for 3 hours in 120 ml of dimethylformamide with the addition of 6.9 g of potassium carbonate. The reaction mixture was poured on to ice-water, extracted with methylene chloride, the combined methylene chloride phases were washed with water, dried over magnesium sulfate, filtered and evaporated. There was obtained dimethyl (S)-5-(2,2-dimethyl-[1,3]dioxolan-4-y... Reactants: C1CCOC1, COc1ccc(P2(=S)SP(=S)(c3ccc(OC)cc3)S2)cc1, O, Oc1nc2ccccc2nc1CCCN1CCC(C(c2ccccc2)c2ccccc2)CC1. The product is Sc1nc2ccccc2nc1CCCN1CCC(C(c2ccccc2)c2ccccc2)CC1. RXN SMILES: [CH2:57]1[O:58][CH2:59][CH2:60][CH2:61]1.[CH3:34][O:35][c:36]1[cH:37][cH:38][c:39]([P:40]2(=[S:43])[S:41][P:42]([c:44]3[cH:45][cH:46][c:47]([O:48][CH3:49])[cH:50][cH:51]3)(=[S:52])[S:53]2)[cH:54][cH:55]1.[OH2:56].[c:1]1([CH:7]([CH:8]2[CH2:9][CH2:10][N:11]([CH2:14][CH2:15][CH2:16][c:17]3[c:18]([OH:27])[n:19][c:20]4[cH:21][cH:22][cH:23][cH:24][c:25]4[n:26]3)[CH2:12][CH2:13]2)[c:28]2[cH:29][cH:30][cH:31][cH:32][cH:33]2)[cH:2][cH:3][cH:4][cH:5][cH:6]1>>[c:1]1([CH:7]([CH:8]2[CH2:9][CH2:10][N:11]([CH2:14][CH2:15][CH2:16][c:17]3[c:18]([SH:43])[n:19][c:20]4[cH:21][cH:22][cH:23][cH:24][c:25]4[n:26]3)[CH2:12][CH2:13]2)[c:28]2[cH:29][cH:30][cH:31][cH:32][cH:33]2)[cH:2][cH:3][cH:4][cH:5][cH:6]1.